Dataset: the Open Reaction Database (ORD), a public repository of structured organic reaction records. Task: describe an organic reaction: reactants, conditions, products, and yield Reactants: [Si](C)(C)(C(C)(C)C)O[C@H](C=O)C1=CC=CC=C1 ((S)-α-(t-butyldimethylsilyloxy)-α-phenylacetaldehyde), N[C@H](COC1=CC=C(C=C1)CC(=O)OC)C (methyl 4-[2(S)-amino-1-propoxy]phenylacetate), C(#N)[BH3-].[Na+] (sodium cyanoborohydride). Run in CO (methanol). Yields the product COC(=O)CC1=CC=C(OC[C@H](C)NC[C@H](C2=CC=CC=C2)O[Si](C)(C)C(C)(C)C)C=C1 (N-[2-(4-Methoxycarbonylmethylphenoxy)-1(S)-methylethyl]-2(S)-t-butyldimehylsilyloxy-2-phenylethanamine). RXN SMILES: [Si:1]([O:8][C@@H:9]([C:12]1[CH:17]=[CH:16][CH:15]=[CH:14][CH:13]=1)[CH:10]=O)([C:4]([CH3:7])([CH3:6])[CH3:5])([CH3:3])[CH3:2].[NH2:18][C@@H:19]([CH3:33])[CH2:20][O:21][C:22]1[CH:27]=[CH:26][C:25]([CH2:28][C:29]([O:31][CH3:32])=[O:30])=[CH:24][CH:23]=1.C([BH3-])#N.[Na+]>CO>[CH3:32][O:31][C:29]([CH2:28][C:25]1[CH:26]=[CH:27][C:22]([O:21][CH2:20][C@@H:19]([NH:18][CH2:10][C@@H:9]([O:8][Si:1]([C:4]([CH3:5])([CH3:6])[CH3:7])([CH3:2])[CH3:3])[C:12]2[CH:13]=[CH:14][CH:15]=[CH:16][CH:17]=2)[CH3:33])=[CH:23][CH:24]=1)=[O:30] |f:2.3|. Procedure details: Following a procedure similar to that described in Preparation 29, but using 1.5 g of (S)-α-(t-butyldimethylsilyloxy)-α-phenylacetaldehyde (prepared as described in Preparation 26), 1.1 g of methyl 4-[2(S)-amino-1-propoxy]phenylacetate (prepared as described in Preparation 28), 10 ml of absolute methanol and 950 mg of sodium cyanoborohydride, the title compound was obtained. [α]D23 +38.30° (c=1.116, chloroform) The reactants are CCn1nccc1N, CC(=O)O, COc1cc2ncc(C(N)=O)c(Cl)c2cc1OC, CN(C)C=O. Yields the product CCn1nccc1Nc1c(C(N)=O)cnc2cc(OC)c(OC)cc12. RXN SMILES: [CH2:19]([CH3:20])[n:21]1[n:22][cH:23][cH:24][c:25]1[NH2:26].[CH3:27][C:28](=[O:29])[OH:30].[Cl:1][c:2]1[c:3]([C:16](=[O:17])[NH2:18])[cH:4][n:5][c:6]2[cH:7][c:8]([O:14][CH3:15])[c:9]([O:12][CH3:13])[cH:10][c:11]12.[O:31]=[CH:32][N:33]([CH3:34])[CH3:35]>>[c:2]1([NH:26][c:25]2[n:21]([CH2:19][CH3:20])[n:22][cH:23][cH:24]2)[c:3]([C:16](=[O:17])[NH2:18])[cH:4][n:5][c:6]2[cH:7][c:8]([O:14][CH3:15])[c:9]([O:12][CH3:13])[cH:10][c:11]12. Reactants: CN1N=C(C=C1N)C1NCCCC1.C(=O)OCC1=CC=CC=C1 (2-(1-methyl-5-amino-1H-pyrazol-3-yl)piperidine 1-benzyl Formate), C(C)O (ethanol), C1(CCCCC1)=O (cyclohexanone), crude product. The solvent is petroleum ether, C(C)(=O)OCC (ethyl acetate). Yields the product CN1N=C(C(=C1N)C1=CCCCC1)C1NCCCC1.C(=O)OCC1=CC=CC=C1 (2-(1-methyl-4-cyclohexenyl-5-amino-1H-pyrazol-3-yl)piperidine 1-benzyl Formate). Isolated yield 109.1%. As a reaction SMILES: [CH3:1][N:2]1[C:6]([NH2:7])=[CH:5][C:4]([CH:8]2[CH2:13][CH2:12][CH2:11][CH2:10][NH:9]2)=[N:3]1.[CH:14]([O:16][CH2:17][C:18]1[CH:23]=[CH:22][CH:21]=[CH:20][CH:19]=1)=[O:15].C(O)C.C1(=O)CCCCC1>C(OCC)(=O)C>[CH3:1][N:2]1[C:6]([NH2:7])=[C:5]([C:18]2[CH2:23][CH2:22][CH2:21][CH2:20][CH:19]=2)[C:4]([CH:8]2[CH2:13][CH2:12][CH2:11][CH2:10][NH:9]2)=[N:3]1.[CH:14]([O:16][CH2:17][C:18]1[CH:23]=[CH:22][CH:21]=[CH:20][CH:19]=1)=[O:15] |f:0.1,5.6|. Procedure details: Under nitrogen atmosphere, to a 250 mL three-neck reaction flask were added the compound of Example 11B (11.7 g, 37 mmol), ethanol (150 mL) and cyclohexanone (15.5 mL, 149 mmol). The mixture reacted overnight at 50° C. to 60° C. After cooled to room temperature, acetic acid was removed by rotary-evaporation to obtain a crude product. The crude product was subject to column chromatography (eluant: petroleum ether:ethyl acetate=2:1) to give 8.0 g of the title compound. Yield: 54.4%. MS (ESI): m/z ... Reactants: CCn1c2cc(C)ccc2c2ccc3ccccc3c21, CC1OC(c2ccccc2)OCC1(C)[N+](=O)[O-], CCCCCC, ClCCl. Yields the product CCn1c2cc(C=O)ccc2c2ccc3ccccc3c21. As a reaction SMILES: [CH2:1]([CH3:2])[n:3]1[c:4]2[cH:5][c:6]([CH3:20])[cH:7][cH:8][c:9]2[c:10]2[cH:11][cH:12][c:13]3[c:14]([c:15]12)[cH:16][cH:17][cH:18][cH:19]3.[CH3:21][CH:22]1[O:23][CH:31]([c:32]2[cH:33][cH:34][cH:35][cH:36][cH:37]2)[O:30][CH2:29][C:24]1([CH3:25])[N+:26]([O-:27])=[O:28].[CH3:41][CH2:42][CH2:43][CH2:44][CH2:45][CH3:46].[Cl:38][CH2:39][Cl:40]>>[CH2:1]([CH3:2])[n:3]1[c:4]2[cH:5][c:6]([CH:20]=[O:23])[cH:7][cH:8][c:9]2[c:10]2[cH:11][cH:12][c:13]3[c:14]([c:15]12)[cH:16][cH:17][cH:18][cH:19]3.